Task: describe an organic reaction: reactants, conditions, products, and yield. Dataset: the Open Reaction Database (ORD), a public repository of structured organic reaction records Yield: 14.7%. Product: N1C(=NC=C1)CC(C(=O)C1=CC=C(C=C1)CN1CC2(CC1)CCN(CC2)CC=2SC=CC2C)CC=2NC=CN2 (3-(1H-imidazol-2-yl)-2-(1H-imidazol-2-ylmethyl)-1-[4-({8-[(3-methyl-2-thienyl)methyl]-2,8-diazaspiro[4.5]dec-2-yl}methyl)phenyl]propan-1-one). Reported procedure: Using the compound (64 mg) produced in Example 13 and the compound (54 mg) produced in Example 11, the same operation as in Example 12 was performed. The resulting residue was purified by silica gel chromatography (ethyl acetate:methanol:28% aqueous ammonia=100:10:2) to obtain the title compound (14 mg) having the following physical properties. Reaction SMILES: [CH3:1][C:2]1[CH:6]=[CH:5][S:4][C:3]=1[CH2:7][N:8]1[CH2:17][CH2:16][C:11]2([CH2:15][NH:14][CH2:13][CH2:12]2)[CH2:10][CH2:9]1.[NH:18]1[CH:22]=[CH:21][N:20]=[C:19]1[CH2:23][CH:24]([CH2:35][C:36]1[NH:37][CH:38]=[CH:39][N:40]=1)[C:25]([C:27]1[CH:34]=[CH:33][C:30]([CH:31]=O)=[CH:29][CH:28]=1)=[O:26]>>[NH:18]1[CH:22]=[CH:21][N:20]=[C:19]1[CH2:23][CH:24]([CH2:35][C:36]1[NH:37][CH:38]=[CH:39][N:40]=1)[C:25]([C:27]1[CH:28]=[CH:29][C:30]([CH2:31][N:14]2[CH2:13][CH2:12][C:11]3([CH2:10][CH2:9][N:8]([CH2:7][C:3]4[S:4][CH:5]=[CH:6][C:2]=4[CH3:1])[CH2:17][CH2:16]3)[CH2:15]2)=[CH:33][CH:34]=1)=[O:26]. Starting materials: CC1=C(SC=C1)CN1CCC2(CCNC2)CC1 (8-[(3-methyl-2-thienyl)methyl]-2,8-diazaspiro[4.5]decane), N1C(=NC=C1)CC(C(=O)C1=CC=C(C=O)C=C1)CC=1NC=CN1 (4-[3-(1H-imidazol-2-yl)-2-(1H-imidazol-2-ylmethyl)propanoyl]benzaldehyde). The reactants are O=Cc1cc(Br)ccc1[N+](=O)[O-], CCO, CCOC(=O)c1ccc(N)c(F)c1. The product is CCOC(=O)c1ccc(N=Cc2cc(Br)ccc2[N+](=O)[O-])c(F)c1. Reaction SMILES: [Br:1][c:2]1[cH:3][cH:4][c:5]([N+:10](=[O:11])[O-:12])[c:6]([CH:7]=[O:8])[cH:9]1.[CH3:26][CH2:27][OH:28].[NH2:13][c:14]1[c:15]([F:25])[cH:16][c:17]([C:18](=[O:19])[O:20][CH2:21][CH3:22])[cH:23][cH:24]1>>[Br:1][c:2]1[cH:3][cH:4][c:5]([N+:10](=[O:11])[O-:12])[c:6]([CH:7]=[N:13][c:14]2[c:15]([F:25])[cH:16][c:17]([C:18](=[O:19])[O:20][CH2:21][CH3:22])[cH:23][cH:24]2)[cH:9]1. Reactants: CC(=O)O[BH-](OC(C)=O)OC(C)=O, CCCCc1nnc(OC2CCNCC2CO)cc1-c1ccc(OC2CCCCC2)cc1, CC(=O)O, ClCCl, Cl, Cl, [Na+]. The product is CCCCc1nnc(OC2CCN(C)CC2CO)cc1-c1ccc(OC2CCCCC2)cc1. As a reaction SMILES: [C:39]([O:40][BH-:41]([O:42][C:43](=[O:44])[CH3:45])[O:46][C:47](=[O:48])[CH3:49])(=[O:50])[CH3:51].[CH2:3]([CH2:4][CH2:5][CH3:6])[c:7]1[c:8](-[c:22]2[cH:23][cH:24][c:25]([O:28][CH:29]3[CH2:30][CH2:31][CH2:32][CH2:33][CH2:34]3)[cH:26][cH:27]2)[cH:9][c:10]([O:13][CH:14]2[CH:15]([CH2:20][OH:21])[CH2:16][NH:17][CH2:18][CH2:19]2)[n:11][n:12]1.[CH3:35][C:36](=[O:37])[OH:38].[Cl:53][CH2:54][Cl:55].[ClH:1].[ClH:2].[Na+:52]>>[CH2:3]([CH2:4][CH2:5][CH3:6])[c:7]1[c:8](-[c:22]2[cH:23][cH:24][c:25]([O:28][CH:29]3[CH2:30][CH2:31][CH2:32][CH2:33][CH2:34]3)[cH:26][cH:27]2)[cH:9][c:10]([O:13][CH:14]2[CH:15]([CH2:20][OH:21])[CH2:16][N:17]([CH3:35])[CH2:18][CH2:19]2)[n:11][n:12]1. The reactants are FC(C(=O)O)(F)F (trifluoroacetic acid), C(C)(C)(C)OC(N[C@H](C(=O)N1CCN(CC1)C(C1=CC=C(C=C1)F)C1=CC=C(C=C1)F)CC1=CC=CC=C1)=O ((S)-(1-Benzyl-2-{4-[bis-(4-fluoro-phenyl)-methyl]-piperazin-1-yl}-2-oxo-ethyl)-carbamic acid tert-butyl ester), C(=O)(O)[O-].[Na+] (NaHCO3). The solvent is C(Cl)Cl (CH2Cl2), C(Cl)Cl (CH2Cl2). Run at time 50 minute. Product: N[C@H](C(=O)N1CCN(CC1)C(C1=CC=C(C=C1)F)C1=CC=C(C=C1)F)CC1=CC=CC=C1 ((S)-2-Amino-1-(4-[bis-(4-fluoro-phenyl)-methyl]-piperazin-1-yl}-3-phenyl-propan-1-one). Yield: 92.9%. RXN SMILES: C(OC(=O)[NH:7][C@@H:8]([CH2:32][C:33]1[CH:38]=[CH:37][CH:36]=[CH:35][CH:34]=1)[C:9]([N:11]1[CH2:16][CH2:15][N:14]([CH:17]([C:25]2[CH:30]=[CH:29][C:28]([F:31])=[CH:27][CH:26]=2)[C:18]2[CH:23]=[CH:22][C:21]([F:24])=[CH:20][CH:19]=2)[CH2:13][CH2:12]1)=[O:10])(C)(C)C.FC(F)(F)C(O)=O.C([O-])(O)=O.[Na+]>C(Cl)Cl>[NH2:7][C@@H:8]([CH2:32][C:33]1[CH:38]=[CH:37][CH:36]=[CH:35][CH:34]=1)[C:9]([N:11]1[CH2:12][CH2:13][N:14]([CH:17]([C:25]2[CH:30]=[CH:29][C:28]([F:31])=[CH:27][CH:26]=2)[C:18]2[CH:19]=[CH:20][C:21]([F:24])=[CH:22][CH:23]=2)[CH2:15][CH2:16]1)=[O:10] |f:2.3|. Procedure: (S)-(1-Benzyl-2-{4-[bis-(4-fluoro-phenyl)-methyl]-piperazin-1-yl}-2-oxo-ethyl)-carbamic acid tert-butyl ester (8.10 g, 15.1 mmol, Example 51) was dissolved in CH2Cl2 (50 mL) under nitrogen at ambient temperature. To this solution was added trifluoroacetic acid (12 mL). The resulting reaction mixture was stirred for 50 minutes, then concentrated in vacuo. The viscous pale-amber oil obtained was mixed with 50 mL of saturated aqueous NaHCO3 solution and stirred for 10 minutes, 50 mL of CH2Cl2 was t... Reactants: CC(C)(C)OC(=O)NC1Cc2cc(Br)ccc2N(Cc2ccccc2)C1, O=C([O-])[O-], Cc1ccccc1, N#N, [Na+], [Na+], OB(O)c1ccccc1. The product is CC(C)(C)OC(=O)NC1Cc2cc(-c3ccccc3)ccc2N(Cc2ccccc2)C1. Reaction SMILES: [C:1]([CH3:2])([CH3:3])([CH3:4])[O:5][C:6]([NH:7][CH:8]1[CH2:9][N:10]([CH2:19][c:20]2[cH:21][cH:22][cH:23][cH:24][cH:25]2)[c:11]2[cH:12][cH:13][c:14]([Br:18])[cH:15][c:16]2[CH2:17]1)=[O:26].[C:36](=[O:37])([O-:38])[O-:39].[CH3:44][c:45]1[cH:46][cH:47][cH:48][cH:49][cH:50]1.[N:42]#[N:43].[Na+:40].[Na+:41].[OH:27][B:28]([OH:29])[c:30]1[cH:31][cH:32][cH:33][cH:34][cH:35]1>>[C:1]([CH3:2])([CH3:3])([CH3:4])[O:5][C:6]([NH:7][CH:8]1[CH2:9][N:10]([CH2:19][c:20]2[cH:21][cH:22][cH:23][cH:24][cH:25]2)[c:11]2[cH:12][cH:13][c:14](-[c:30]3[cH:31][cH:32][cH:33][cH:34][cH:35]3)[cH:15][c:16]2[CH2:17]1)=[O:26]. Reactants: ClCCO[Si](C)(C)CCC1=CC=CC=C1 ((chloromethyl) phenylethyldimethylmethoxysilane), N (ammonia). Product: NCCO[Si](C)(C)CCC1=CC=CC=C1 ((aminomethyl) phenylethyldimethylmethoxysilane). Reaction SMILES: Cl[CH2:2][CH2:3][O:4][Si:5]([CH2:8][CH2:9][C:10]1[CH:15]=[CH:14][CH:13]=[CH:12][CH:11]=1)([CH3:7])[CH3:6].[NH3:16]>>[NH2:16][CH2:2][CH2:3][O:4][Si:5]([CH2:8][CH2:9][C:10]1[CH:15]=[CH:14][CH:13]=[CH:12][CH:11]=1)([CH3:7])[CH3:6]. Reported procedure: reacting said (chloromethyl) phenylethyldimethylmethoxysilane with ammonia under heat and pressure, and distilling the reaction mixture to yield (aminomethyl) phenylethyldimethylmethoxysilane. Reactants: COC(=O)c1cc2c(c(OC)c1)OC(C)(C)C2, CO, [Na+], [OH-]. The product is COc1cc(C(=O)O)cc2c1OC(C)(C)C2. As a reaction SMILES: [CH3:1][O:2][c:3]1[cH:4][c:5]([C:14](=[O:15])[O:16][CH3:17])[cH:6][c:7]2[c:11]1[O:10][C:9]([CH3:12])([CH3:13])[CH2:8]2.[CH3:20][OH:21].[Na+:19].[OH-:18]>>[CH3:1][O:2][c:3]1[cH:4][c:5]([C:14](=[O:15])[OH:16])[cH:6][c:7]2[c:11]1[O:10][C:9]([CH3:12])([CH3:13])[CH2:8]2. Reactants: C=1(C(=CC=CC1)S(=O)(=O)O)C (toluenesulphonic acid), C(CCCCCCC)NC(C)N (N-(n-octyl)ethanediamine). Solvent: O (water), C(C)(C)O (isopropanol), C(C)(C)O (isopropanol). Yields the product S(=O)(=O)(O)C1=CC=C(C)C=C1.C(CCCCCCC)NC(C)N (N-(n-octyl)-ethanediamine tosylate). Yield: 99.5%. Reaction SMILES: [C:1]1(C)[C:2]([S:7]([OH:10])(=[O:9])=[O:8])=[CH:3][CH:4]=[CH:5][CH:6]=1.[CH2:12]([NH:20][CH:21]([NH2:23])[CH3:22])[CH2:13][CH2:14][CH2:15][CH2:16][CH2:17][CH2:18][CH3:19]>O.C(O)(C)C>[S:7]([C:2]1[CH:1]=[CH:6][C:5]([CH3:12])=[CH:4][CH:3]=1)([OH:10])(=[O:8])=[O:9].[CH2:12]([NH:20][CH:21]([NH2:23])[CH3:22])[CH2:13][CH2:14][CH2:15][CH2:16][CH2:17][CH2:18][CH3:19] |f:4.5|. Procedure details: A solution of toluenesulphonic acid (3 g, 0.0159 mol) in a mixture of water:isopropanol (20 ml, 1:1) was cooled to 0° C. and treated with N-(n-octyl)ethanediamine (3 g, 0.0175 mol) in isopropanol (10 ml). The solution was allowed to warm to room temperature and the solvent removed under reduced pressure to yield a solid which was recrystallized from isopropanol, to yield N-(n-octyl)-ethanediamine tosylate (3 g) as white plates, m.p. 80°-85° C. Reactants: C(C)OC(CNC1=C(C=C(C(=C1)F)Br)[N+](=O)[O-])=O (N-(4-bromo-5-fluoro-2-nitrophenyl)glycine ethyl ester), N1C=NC=C1 (imidazole). The solvent is CN(C)C=O (DMF). Yields the product C(C)OC(CNC1=C(C=C(C(=C1)N1C=NC=C1)Br)[N+](=O)[O-])=O (N-[4-bromo-5-(1H-imidazol-1-yl)-2-nitrophenyl]glycine ethyl ester). The yield is 90.3%. As a reaction SMILES: [CH2:1]([O:3][C:4](=[O:18])[CH2:5][NH:6][C:7]1[CH:12]=[C:11](F)[C:10]([Br:14])=[CH:9][C:8]=1[N+:15]([O-:17])=[O:16])[CH3:2].[NH:19]1[CH:23]=[CH:22][N:21]=[CH:20]1>CN(C=O)C>[CH2:1]([O:3][C:4](=[O:18])[CH2:5][NH:6][C:7]1[CH:12]=[C:11]([N:19]2[CH:23]=[CH:22][N:21]=[CH:20]2)[C:10]([Br:14])=[CH:9][C:8]=1[N+:15]([O-:17])=[O:16])[CH3:2]. Procedure details: 1.33 (3H, t, J=7.4 Hz), 4.04 (2H, d, J=4.9 Hz), 4.30 (2H, q, J=7.4 Hz), 6.46 (1H, d, J=10.9 Hz), 8.44 (1H, d, J=7.3 Hz), 8.49 (1H, bs). 2) By using 3.36 g (10.5 mmol) of N-(4-bromo-5-fluoro-2-nitrophenyl)glycine ethyl ester, 2.86 g of imidazole and 20 ml of DMF, 3.50 g (90%) of N-[4-bromo-5-(1H-imidazol-1-yl)-2-nitrophenyl]glycine ethyl ester was obtained. The reactants are CC(C)(C)c1ccc(CBr)cc1, COC(=O)c1ccc(C(=O)c2cc3c(cc2O)C(C)(C)CCC3(C)C)cc1, CC(C)=O, [K+], [K+], O=C([O-])[O-]. Yields the product COC(=O)c1ccc(C(=O)c2cc3c(cc2OCc2ccc(C(C)(C)C)cc2)C(C)(C)CCC3(C)C)cc1. RXN SMILES: [C:34]([CH3:35])([CH3:36])([CH3:37])[c:38]1[cH:39][cH:40][c:41]([CH2:42][Br:43])[cH:44][cH:45]1.[CH3:1][O:2][C:3]([c:4]1[cH:5][cH:6][c:7]([C:10](=[O:11])[c:12]2[cH:13][c:14]3[c:19]([cH:20][c:21]2[OH:22])[C:18]([CH3:23])([CH3:24])[CH2:17][CH2:16][C:15]3([CH3:25])[CH3:26])[cH:8][cH:9]1)=[O:27].[CH3:46][C:47](=[O:48])[CH3:49].[K+:28].[K+:29].[O-:30][C:31]([O-:32])=[O:33]>>[CH3:1][O:2][C:3]([c:4]1[cH:5][cH:6][c:7]([C:10](=[O:11])[c:12]2[cH:13][c:14]3[c:19]([cH:20][c:21]2[O:22][CH2:42][c:41]2[cH:40][cH:39][c:38]([C:34]([CH3:35])([CH3:36])[CH3:37])[cH:45][cH:44]2)[C:18]([CH3:23])([CH3:24])[CH2:17][CH2:16][C:15]3([CH3:25])[CH3:26])[cH:8][cH:9]1)=[O:27].